From a dataset of the Open Reaction Database (ORD), a public repository of structured organic reaction records. describe an organic reaction: reactants, conditions, products, and yield The reactants are ClB(Cl)Cl, CCC1c2ccc(C)cc2-c2ccccc2N1S(=O)(=O)c1ccc(OC)cc1, CCCC[N+](CCCC)(CCCC)CCCC, ClCCl, [I-]. Yields the product CCC1c2ccc(C)cc2-c2ccccc2N1S(=O)(=O)c1ccc(O)cc1. As a reaction SMILES: [B:29]([Cl:30])([Cl:31])[Cl:32].[CH2:1]([CH3:2])[CH:3]1[N:4]([S:18](=[O:19])(=[O:20])[c:21]2[cH:22][cH:23][c:24]([O:27][CH3:28])[cH:25][cH:26]2)[c:5]2[cH:6][cH:7][cH:8][cH:9][c:10]2-[c:11]2[cH:12][c:13]([CH3:17])[cH:14][cH:15][c:16]21.[CH2:37]([N+:38]([CH2:39][CH2:40][CH2:41][CH3:42])([CH2:43][CH2:44][CH2:45][CH3:46])[CH2:47][CH2:48][CH2:49][CH3:50])[CH2:51][CH2:52][CH3:53].[Cl:33][CH2:34][Cl:35].[I-:36]>>[CH2:1]([CH3:2])[CH:3]1[N:4]([S:18](=[O:19])(=[O:20])[c:21]2[cH:22][cH:23][c:24]([OH:27])[cH:25][cH:26]2)[c:5]2[cH:6][cH:7][cH:8][cH:9][c:10]2-[c:11]2[cH:12][c:13]([CH3:17])[cH:14][cH:15][c:16]21. The reactants are C1(=CC=C(C=C1)S(=O)(=O)Cl)C (p-Toluene sulfonyl chloride), OCC\C=C/CC(=O)OC(C)C (isopropyl cis 6-hydroxy-3-hexenoate), crude product, Cl (hydrochloric acid), C([O-])([O-])=O.[Na+].[Na+] (sodium carbonate), S(=O)(=O)([O-])C1=CC=C(C)C=C1 (tosylate). Solvent: N1=CC=CC=C1 (pyridine). Run at temperature 0 celsius, time 4 hour. The product is C1(=CC=C(C=C1)S(=O)(=O)O)C.OCC\C=C/CC(=O)OC(C)C (Isopropyl cis 6-hydroxy-3-hexenoate p-toluene sulfonate). As a reaction SMILES: C1(C)C=CC(S(Cl)(=O)=O)=CC=1.[OH:12][CH2:13][CH2:14]/[CH:15]=[CH:16]\[CH2:17][C:18]([O:20][CH:21]([CH3:23])[CH3:22])=[O:19].Cl.C(=O)([O-])[O-].[Na+].[Na+].[S:31]([C:35]1[CH:41]=[CH:40][C:38]([CH3:39])=[CH:37][CH:36]=1)([O-:34])(=[O:33])=[O:32]>N1C=CC=CC=1>[C:38]1([CH3:39])[CH:37]=[CH:36][C:35]([S:31]([OH:34])(=[O:32])=[O:33])=[CH:41][CH:40]=1.[OH:12][CH2:13][CH2:14]/[CH:15]=[CH:16]\[CH2:17][C:18]([O:20][CH:21]([CH3:23])[CH3:22])=[O:19] |f:3.4.5,8.9|. Procedure details: p-Toluene sulfonyl chloride (1.425 g., 7.5 mm.) was added at 0°C to a solution of 1.00 g. (5.8 mm.) of isopropyl cis 6-hydroxy-3-hexenoate in 2.37 g. of dry pyridine. The resulting mixture was stirred at 0°C for 4 hours. The crude product was poured on ice and concentrated hydrochloric acid, sodium carbonate till neutral and dried over potassium carbonate. Evaporation of the solvent produced 1.32 g. (70% of theory) of crude tosylate. The reactants are [BH4-].[Na+] (sodium borohydride), C(C)(C)(C)C1=CC=C(C=C1)C(CCCN1C=NC=C1)=O (1-[4-(4-t-butylphenyl)butan-4-onyl]imidazole). The solvent is CO (methanol). Conditions: time 1 hour. The product is OC(CCCN1C=NC=C1)C1=CC=C(C=C1)C(C)(C)C (1-[4-hydroxy-4-(4-t-butylphenyl)butyl]imidazole). RXN SMILES: [C:1]([C:5]1[CH:10]=[CH:9][C:8]([C:11](=[O:20])[CH2:12][CH2:13][CH2:14][N:15]2[CH:19]=[CH:18][N:17]=[CH:16]2)=[CH:7][CH:6]=1)([CH3:4])([CH3:3])[CH3:2].[BH4-].[Na+]>CO>[OH:20][CH:11]([C:8]1[CH:7]=[CH:6][C:5]([C:1]([CH3:4])([CH3:3])[CH3:2])=[CH:10][CH:9]=1)[CH2:12][CH2:13][CH2:14][N:15]1[CH:19]=[CH:18][N:17]=[CH:16]1 |f:1.2|. Procedure details: To a 0° C. solution of 5.0 g of the above ketone in 150 ml. of anhydrous methanol was added excess sodium borohydride and the mixture stirred for one hour. After removal of the solvent, a small quantity of water was added and the mixture was extracted with ethyl acetate. The combined extracts were dried over magnesium sulfate and evaporated to afford 1-[4-hydroxy-4-(4-t-butylphenyl)butyl]imidazole, which was converted to the oxalate salt and recrystallized from ethyl acetate/ethanol, m.p. 205°-2... Reactants: ClC=1C(=C(C=CC1)Cl)Cl (trichlorobenzene), ClC=1C=CC(=C2C=CC(=NC12)C)N (8-chloro-5-amino-quinaldine), C1(C=2C(C(=O)O1)=CC=CC2)=O (phthalic anhydride). The product is ClC=1C=CC(=C2C=CC(=NC12)C)N1C(C=2C(C1=O)=CC=CC2)=O (8-chloro-5-phthalimidoquinaldine). Yield: 83.3%. Reaction SMILES: ClC1C(Cl)=C(Cl)C=CC=1.[Cl:10][C:11]1[CH:12]=[CH:13][C:14]([NH2:22])=[C:15]2[C:20]=1[N:19]=[C:18]([CH3:21])[CH:17]=[CH:16]2.[C:23]1(=O)[O:28][C:26](=[O:27])[C:25]2=[CH:29][CH:30]=[CH:31][CH:32]=[C:24]12>>[Cl:10][C:11]1[CH:12]=[CH:13][C:14]([N:22]2[C:26](=[O:27])[C:25]3=[CH:29][CH:30]=[CH:31][CH:32]=[C:24]3[C:23]2=[O:28])=[C:15]2[C:20]=1[N:19]=[C:18]([CH3:21])[CH:17]=[CH:16]2. Procedure: 95 g of trichlorobenzene was added to 23.3 g (0.12 mole) of 8-chloro-5-amino-quinaldine and 18.0 g (0.12 mole) of phthalic anhydride, and the mixture was reacted under reflux for 2 hours at the boiling point. After cooling, the precipitated crystals were separated by filtration, and dried to afford 32 g (0.10 mole) of 8-chloro-5-phthalimidoquinaldine.